Dataset: the Open Reaction Database (ORD), a public repository of structured organic reaction records. Task: describe an organic reaction: reactants, conditions, products, and yield Reactants: C(CC(=O)OC)(=O)OC (dimethyl malonate), C(CCCCCCCC=C)O (dec-9-en-1-ol), C[O-].[Na+] (sodium methoxide). Run in CO (methanol). Run at time 6 hour. Yields the product C(CCCCCCCC=C)OC(CC(=O)OCCCCCCCCC=C)=O (Malonic acid didec-9-enyl ester). The yield is 59.7%. Reaction SMILES: [C:1]([O:8][CH3:9])(=[O:7])[CH2:2][C:3]([O:5][CH3:6])=[O:4].C(O)[CH2:11][CH2:12][CH2:13][CH2:14][CH2:15][CH2:16][CH2:17][CH:18]=[CH2:19].C[O-].[Na+]>CO>[CH2:6]([O:5][C:3](=[O:4])[CH2:2][C:1]([O:8][CH2:9][CH2:11][CH2:12][CH2:13][CH2:14][CH2:15][CH2:16][CH2:17][CH:18]=[CH2:19])=[O:7])[CH2:19][CH2:18][CH2:17][CH2:16][CH2:15][CH2:14][CH2:13][CH:12]=[CH2:11] |f:2.3|. Procedure details: To a mixture of 150 g dimethyl malonate and 464 g dec-9-en-1-ol, 30 g sodium methoxide (5.4 M in methanol) was dropped in. The mixture was heated to 120° C. to and the methanol formed was distilled off. After 6 hours, the mixture was cooled down, diluted with ether and washed with HCl 2N, saturated sodium bicarbonate and water. The organic phase was dried, filtered and evaporated to dryness. The resulting yellow oil was purified by distillation to yield 258 g of a yellow oil. The reactants are ClC1=NC=C2C=C(C(N(C2=C1)C)=O)C=1C=C(C=CC1C)NC(C1=CC(=CC=C1)C(F)(F)F)=O (N-[3-(7-Chloro-1-methyl-2-oxo-1,2-dihydro-[1,6]naphthyridin-3-yl)-4-methyl-phenyl]-3-trifluoromethyl-benzamide), C(C)N (ethylamine). Run in C(CCC)O (n-butanol). Run at temperature 100 celsius, time 16 hour. Yields the product C(C)NC1=NC=C2C=C(C(N(C2=C1)C)=O)C=1C=C(C=CC1C)NC(C1=CC(=CC=C1)C(F)(F)F)=O (N-[3-(7-Ethylamino-1-methyl-2-oxo-1,2-dihydro-[1,6]naphthyridin-3-yl)-4-methyl-phenyl]-3-trifluoromethyl-benzamide). Reaction SMILES: Cl[C:2]1[CH:11]=[C:10]2[C:5]([CH:6]=[C:7]([C:14]3[CH:15]=[C:16]([NH:21][C:22](=[O:33])[C:23]4[CH:28]=[CH:27][CH:26]=[C:25]([C:29]([F:32])([F:31])[F:30])[CH:24]=4)[CH:17]=[CH:18][C:19]=3[CH3:20])[C:8](=[O:13])[N:9]2[CH3:12])=[CH:4][N:3]=1.[CH2:34]([NH2:36])[CH3:35]>C(O)CCC>[CH2:34]([NH:36][C:2]1[CH:11]=[C:10]2[C:5]([CH:6]=[C:7]([C:14]3[CH:15]=[C:16]([NH:21][C:22](=[O:33])[C:23]4[CH:28]=[CH:27][CH:26]=[C:25]([C:29]([F:31])([F:30])[F:32])[CH:24]=4)[CH:17]=[CH:18][C:19]=3[CH3:20])[C:8](=[O:13])[N:9]2[CH3:12])=[CH:4][N:3]=1)[CH3:35]. Procedure details: N-[3-(7-Chloro-1-methyl-2-oxo-1,2-dihydro-[1,6]naphthyridin-3-yl)-4-methyl-phenyl]-3-trifluoromethyl-benzamide (50 mg, 0.106 mmol) is mixed with ethylamine (0.14 mL 70% in water, 2.2 mmol) in a sealed tube. 1 mL of n-butanol is added and the reaction is stirred at 100° C. for 16 hours. After cooling and removal of solvent under vacuum, the crude product is dissolved in DMSO and purified by reverse phase preparative HPLC to give the final product as white solid: 1H NMR 400 MHz (DMSO-d6) δ 10.47 (... Starting materials: OCc1ccc(OCc2ccccc2)c(C(F)(F)F)c1, ClCCl, O=S(Cl)Cl. Product: FC(F)(F)c1cc(CCl)ccc1OCc1ccccc1. Reaction SMILES: [CH2:5]([c:6]1[cH:7][cH:8][cH:9][cH:10][cH:11]1)[O:12][c:13]1[c:14]([C:21]([F:22])([F:23])[F:24])[cH:15][c:16]([CH2:19][OH:20])[cH:17][cH:18]1.[Cl:25][CH2:26][Cl:27].[S:1]([Cl:2])([Cl:3])=[O:4]>>[Cl:3][CH2:19][c:16]1[cH:15][c:14]([C:21]([F:22])([F:23])[F:24])[c:13]([O:12][CH2:5][c:6]2[cH:7][cH:8][cH:9][cH:10][cH:11]2)[cH:18][cH:17]1. Starting materials: [N+](=O)([O-])C1=CC=C(C=C1)C=1N=C(SC1)NC(OCC)=O (ethyl N-(4-p-nitrophenyl-2-thiazolyl)carbamate), [H][H] (hydrogen). Reagents/catalysts: [Pd] (palladium/carbon). Solvent: C(C)(=O)OCC (ethyl acetate). Product: NC1=CC=C(C=C1)C=1N=C(SC1)NC(OCC)=O (ethyl N-(4-p-aminophenyl-2-thiazolyl)carbamate). Isolated yield 72.4%. Reaction SMILES: [N+:1]([C:4]1[CH:9]=[CH:8][C:7]([C:10]2[N:11]=[C:12]([NH:15][C:16](=[O:20])[O:17][CH2:18][CH3:19])[S:13][CH:14]=2)=[CH:6][CH:5]=1)([O-])=O.[H][H]>C(OCC)(=O)C.[Pd]>[NH2:1][C:4]1[CH:9]=[CH:8][C:7]([C:10]2[N:11]=[C:12]([NH:15][C:16](=[O:20])[O:17][CH2:18][CH3:19])[S:13][CH:14]=2)=[CH:6][CH:5]=1. Reported procedure: In 500 ml of ethyl acetate, was dissolved 4 g of ethyl N-(4-p-nitrophenyl-2-thiazolyl)carbamate, followed by an addition of 3 g of a 10% palladium/carbon catalyst. The mixture was then subjected under normal pressure to reduction with hydrogen gas. The catalyst was filtered off. The filtrate was concentrated and subjected to column chromatography on silica gel. The reaction product was eluted with a chloroform/ethylacetate mixed solvent. The resulting product was then recrystallized from methano... The reactants are [BH4-], O=Cc1ccccc1, NC(CCC(=O)O)C(=O)O, [Na+], [Na+], [Na], [OH-], O. Yields the product O=C(O)C1CCC(=O)N1Cc1ccccc1. RXN SMILES: [BH4-:22].[CH:14](=[O:15])[c:16]1[cH:17][cH:18][cH:19][cH:20][cH:21]1.[NH2:1][CH:2]([CH2:3][CH2:4][C:5]([OH:6])=[O:7])[C:8]([OH:9])=[O:10].[Na+:13].[Na+:23].[Na:11].[OH-:12].[OH2:24]>>[N:1]1([CH2:14][c:16]2[cH:17][cH:18][cH:19][cH:20][cH:21]2)[CH:2]([C:8]([OH:9])=[O:10])[CH2:3][CH2:4][C:5]1=[O:7]. The reactants are ClC1=C(C=CC(=C1)CC(CC)CC)O (2-chloro-4-(2-ethylbutyl)phenol), ClC1=CC=C(CO)C=C1 (p-chlorobenzyl alcohol), C1(=CC=CC=C1)P(C1=CC=CC=C1)C1=CC=CC=C1 (triphenylphosphine). Run in O1CCCC1 (tetrahydrofuran). Run at time 48 hour. Yields the product ClC1=C(C=CC(=C1)CC(CC)CC)OCC1=CC=C(C=C1)Cl (2-chloro-1-(4-chlorobenzyloxy)-4-(2-ethylbutyl)benzene). The yield is 63.4%. Reaction SMILES: [Cl:1][C:2]1[CH:7]=[C:6]([CH2:8][CH:9]([CH2:12][CH3:13])[CH2:10][CH3:11])[CH:5]=[CH:4][C:3]=1[OH:14].[Cl:15][C:16]1[CH:23]=[CH:22][C:19]([CH2:20]O)=[CH:18][CH:17]=1.C1(P(C2C=CC=CC=2)C2C=CC=CC=2)C=CC=CC=1>O1CCCC1>[Cl:1][C:2]1[CH:7]=[C:6]([CH2:8][CH:9]([CH2:12][CH3:13])[CH2:10][CH3:11])[CH:5]=[CH:4][C:3]=1[O:14][CH2:20][C:19]1[CH:22]=[CH:23][C:16]([Cl:15])=[CH:17][CH:18]=1. Reported procedure: A mixture of 0.75 g of 2-chloro-4-(2-ethylbutyl)phenol, 0.50 g of p-chlorobenzyl alcohol, 0.92 g of triphenylphosphine, 0.71 g of diisopropylazadicarboxylate and 100 mg of tetrahydrofuran was stirred at room temperatur for 48 hours. The reaction mixture was concentrated, and 50 ml of diethyl ether was added thereto. The precipitates were removed by filtration, and the filtrate was concentrated. The residue was subjected to silica gel chromatography to give 0.75 g of 2-chloro-1-(4-chlorobenzyloxy... Reactants: C=C1CC(=O)O1 (diketene), COC (methyl ether), C1N2CN3CN1CN(C2)C3 (hexamethylenetetramine), C(C)(=O)[O-].[NH4+] (ammonium acetate), C(CC(=O)C)(=O)O (acetoacetic acid), C1(CC(C(CC1)C(C)C)O)C (menthol). Run in C(C)O (ethanol), C(C)N(CC)CC (triethylamine), C1=CC=CC=C1 (benzene), C1=CC=CC=C1 (benzene). Run at time 1 hour. Product: menthyl ester, CC=1NC(=C(CC1C(=O)O)C(=O)O)C (2,6-dimethyl-1,4-dihydropyridine-3,5-dicarboxylic acid). RXN SMILES: [CH:1]1(C)CCC(C(C)C)C(O)C1.[CH2:12]=[C:13]1[O:17][C:15](=[O:16])[CH2:14]1.COC.[C:21]([OH:27])(=[O:26])[CH2:22][C:23](C)=O.C1N2CN3[CH2:37][N:31](C2)CN1C3.C([O-])(=O)C.[NH4+]>C1C=CC=CC=1.C(O)C.C(N(CC)CC)C>[CH3:12][C:13]1[NH:31][C:37]([CH3:1])=[C:22]([C:21]([OH:27])=[O:26])[CH2:23][C:14]=1[C:15]([OH:17])=[O:16] |f:5.6|. Procedure details: In 400 ml of benzene there are dissolved 100 g of menthol, added with 1 ml triethylamine, at refluxing and stirring for one hour there are added 55 ml of diketene and benzene is distilled-off under a reduced pressure (150 mm Hg). The remaining oily product consisting mainly of methyl ether of acetoacetic acid is dissolved in 400 ml of ethanol, added with 28 g of hexamethylenetetramine and 5 g of ammonium acetate and the reaction mixture is boiled on a water bath for 30 minutes. After cooling, th... The reactants are FB(F)F, O=C1CCC(=O)N1Br, O=C(O)c1cnc2c(c1)CC1(C2)C(=O)Nc2ncccc21, O, O. Product: O=C(O)c1cnc2c(c1)CC1(C2)C(=O)Nc2ncc(Br)cc21. As a reaction SMILES: [B:32]([F:33])([F:34])[F:35].[Br:22][N:23]1[C:24](=[O:25])[CH2:26][CH2:27][C:28]1=[O:29].[O:1]=[C:2]1[NH:3][c:4]2[n:5][cH:6][cH:7][cH:8][c:9]2[C:10]12[CH2:11][c:12]1[c:13]([n:14][cH:15][c:16]([C:18](=[O:19])[OH:20])[cH:17]1)[CH2:21]2.[OH2:30].[OH2:31]>>[O:1]=[C:2]1[NH:3][c:4]2[n:5][cH:6][c:7]([Br:22])[cH:8][c:9]2[C:10]12[CH2:11][c:12]1[c:13]([n:14][cH:15][c:16]([C:18](=[O:19])[OH:20])[cH:17]1)[CH2:21]2. The reactants are N=1NC=C2C1CN(C2)[C@@H]2C[C@@H](C(S(C2)=O)C2=C(C(=CC(=C2)F)F)F)NC(OC(C)(C)C)=O (tert-Butyl N-[(3S,5R)-5-(4,6-dihydro-2H-pyrrolo[3,4-c]pyrazol-5-yl)-1-oxo-2-(2,3,5-trifluorophenyl)thian-3-yl]carbamate), C(=O)(C(F)(F)F)O (TFA). The solvent is C(Cl)Cl (methylene chloride). Reaction conditions: time 105 minute. Product: FC(C(=O)O)(F)F.N=1NC=C2C1CN(C2)[C@@H]2C[C@@H](C(S(C2)=O)C2=C(C(=CC(=C2)F)F)F)N ((3S,5R)-5-(4,6-dihydro-2H-pyrrolo[3,4-c]pyrazol-5-yl)-1-oxo-2-(2,3,5-trifluorophenyl)thian-3-amine trifluoroacetate salt). As a reaction SMILES: [N:1]1[NH:2][CH:3]=[C:4]2[CH2:8][N:7]([C@H:9]3[CH2:14][S:13](=[O:15])[CH:12]([C:16]4[CH:21]=[C:20]([F:22])[CH:19]=[C:18]([F:23])[C:17]=4[F:24])[C@@H:11]([NH:25]C(=O)OC(C)(C)C)[CH2:10]3)[CH2:6][C:5]=12.[C:33]([OH:39])([C:35]([F:38])([F:37])[F:36])=[O:34]>C(Cl)Cl>[F:36][C:35]([F:38])([F:37])[C:33]([OH:39])=[O:34].[N:1]1[NH:2][CH:3]=[C:4]2[CH2:8][N:7]([C@H:9]3[CH2:14][S:13](=[O:15])[CH:12]([C:16]4[CH:21]=[C:20]([F:22])[CH:19]=[C:18]([F:23])[C:17]=4[F:24])[C@@H:11]([NH2:25])[CH2:10]3)[CH2:6][C:5]=12 |f:3.4|. Reported procedure: tert-Butyl N-[(3S,5R)-5-(4,6-dihydro-2H-pyrrolo[3,4-c]pyrazol-5-yl)-1-oxo-2-(2,3,5-trifluorophenyl)thian-3-yl]carbamate was dissolved in a mixture of TFA (0.02 mL) and methylene chloride (0.2 mL). After stirring at RT for 105 min, the solvents were evaporated and the residue was freeze-dried from a mixture of benzene and ethanol to give the title compound as a white solid.